Dataset: the Open Reaction Database (ORD), a public repository of structured organic reaction records. Task: describe an organic reaction: reactants, conditions, products, and yield Starting materials: ClC1C(NC2=C(CC1)C=CC(=C2)C2=CC=CC=C2)=O (3-chloro-8-phenyl-2,3,4,5-tetrahydro-1H-[1]benzazepin-2-one), ice water, [N-]=[N+]=[N-].[Na+] (sodium azide), [N-]=[N+]=[N-].[Na+] (sodium azide). Run in CS(=O)C (dimethyl sulfoxide). Conditions: temperature 80 celsius, time 3 hour. The product is N(=[N+]=[N-])C1C(NC2=C(CC1)C=CC(=C2)C2=CC=CC=C2)=O (3-Azido-8-phenyl-2,3,4,5-tetrahydro-1H-[1]benzazepin-2-one). Isolated yield 80.9%. RXN SMILES: Cl[CH:2]1[CH2:8][CH2:7][C:6]2[CH:9]=[CH:10][C:11]([C:13]3[CH:18]=[CH:17][CH:16]=[CH:15][CH:14]=3)=[CH:12][C:5]=2[NH:4][C:3]1=[O:19].[N-:20]=[N+:21]=[N-:22].[Na+]>CS(C)=O>[N:20]([CH:2]1[CH2:8][CH2:7][C:6]2[CH:9]=[CH:10][C:11]([C:13]3[CH:18]=[CH:17][CH:16]=[CH:15][CH:14]=3)=[CH:12][C:5]=2[NH:4][C:3]1=[O:19])=[N+:21]=[N-:22] |f:1.2|. Reported procedure: A mixture comprising 0.93 g (3.42 mmol) of 3-chloro-8-phenyl-2,3,4,5-tetrahydro-1H-[1]benzazepin-2-one obtained in the Synthesis Example A-5, 0.27 g (4.18 mmol) of sodium azide and 15 ml of dimethyl sulfoxide was stirred at 80° C. for 3 hours. After further adding 0.05 g of sodium azide and stirring for 30 minutes, the reaction mixture was added to ice water. The crystals were collected by filtration and dried under reduced pressure to thereby give 0.77 g of the title compound. Yield 81%. RXN SMILES: [C:1]([S:9][CH2:10][CH2:11][C:12]([N:14]1[C@H:18]([C:19]([OH:21])=O)[CH2:17][S:16][C@@H:15]1[C:22]1[CH:27]=[CH:26][CH:25]=[CH:24][C:23]=1[OH:28])=[O:13])(=[O:8])[C:2]1[CH:7]=[CH:6][CH:5]=[CH:4][CH:3]=1.CN1CCOCC1.C(Cl)(=O)OCC(C)C.Cl.[CH2:45]([O:47][C:48](=[O:51])[CH2:49][NH2:50])[CH3:46]>C1COCC1.O>[CH2:45]([O:47][C:48](=[O:51])[CH2:49][NH:50][C:19]([C@@H:18]1[CH2:17][S:16][C@H:15]([C:22]2[CH:27]=[CH:26][CH:25]=[CH:24][C:23]=2[OH:28])[N:14]1[C:12](=[O:13])[CH2:11][CH2:10][S:9][C:1](=[O:8])[C:2]1[CH:7]=[CH:6][CH:5]=[CH:4][CH:3]=1)=[O:21])[CH3:46] |f:3.4|. Reaction conditions: time 15 minute. Run in O (water), C1CCOC1 (THF), C1CCOC1 (THF). Product: C(C)OC(CNC(=O)[C@H]1N([C@H](SC1)C1=C(C=CC=C1)O)C(CCSC(C1=CC=CC=C1)=O)=O)=O (N-[(2R,4R)-[3-(S-Benzoyl-3-mercaptopropanoyl)-2-(2-hydroxyphenyl)-4-thiazolidinyl]carbonyl]glycine ethyl ester). Procedure details: To the solution of 2.09 g of (2R,4R)-3-(S-benzoyl-3-mercaptopropanoyl)-2-(2-hydroxyphenyl)-4-thiazolidinecarboxylic acid dissolved in 30 ml of dry THF, 0.51 g of N-methylmorpholine is added. To the mixture 0.68 g of isobutyl chlorocarbonate is added at a temperature of -15° to -10° C. After stirring it for 15 minutes, the solution of 0.7 g of glycine ethyl ester hydrochloride and 0.51 g of N-methylmorpholine dissolved in 5 ml of THF and 15 ml of water is added to it. After stirring it for 1 hour... Yield: 96.6%. Reactants: C(C1=CC=CC=C1)(=O)SCCC(=O)N1[C@H](SC[C@H]1C(=O)O)C1=C(C=CC=C1)O ((2R,4R)-3-(S-benzoyl-3-mercaptopropanoyl)-2-(2-hydroxyphenyl)-4-thiazolidinecarboxylic acid), CN1CCOCC1 (N-methylmorpholine), C(OCC(C)C)(=O)Cl (isobutyl chlorocarbonate), Cl.C(C)OC(CN)=O (glycine ethyl ester hydrochloride), CN1CCOCC1 (N-methylmorpholine). The reactants are CCc1cc2c(OCC(O)CNC3CCc4ccccc4C3)cccc2[nH]1, CCO, Cl. Product: NC1CCc2ccccc2C1. RXN SMILES: [CH2:2]1[CH:3]([NH:12][CH2:13][CH:14]([OH:15])[CH2:16][O:17][c:18]2[cH:19][cH:20][cH:21][c:22]3[c:23]2[cH:24][c:25]([CH2:26][CH3:27])[nH:28]3)[CH2:4][CH2:5][c:6]2[cH:7][cH:8][cH:9][cH:10][c:11]21.[CH3:29][CH2:30][OH:31].[ClH:1]>>[CH2:2]1[CH:3]([NH2:12])[CH2:4][CH2:5][c:6]2[cH:7][cH:8][cH:9][cH:10][c:11]21. Reactants: O=C([O-])[O-], Cc1ccc(O)cc1, CN(C)C=O, O=Cc1cc([N+](=O)[O-])ccc1F, [K+], [K+]. The product is Cc1ccc(Oc2ccc([N+](=O)[O-])cc2C=O)cc1. Reaction SMILES: [C:21](=[O:22])([O-:23])[O-:24].[CH3:13][c:14]1[cH:15][cH:16][c:17]([OH:18])[cH:19][cH:20]1.[CH3:27][N:28]([CH3:29])[CH:30]=[O:31].[F:1][c:2]1[c:3]([CH:4]=[O:5])[cH:6][c:7]([N+:10](=[O:11])[O-:12])[cH:8][cH:9]1.[K+:25].[K+:26]>>[c:2]1([O:18][c:17]2[cH:16][cH:15][c:14]([CH3:13])[cH:20][cH:19]2)[c:3]([CH:4]=[O:5])[cH:6][c:7]([N+:10](=[O:11])[O-:12])[cH:8][cH:9]1. Reactants: CN(C)c1cccc(C(=O)NCc2cccc(-c3cccc(C=O)c3)c2)c1, CC1CNCCN1, [Na+], [Na+], O=S(=O)([O-])[O-]. RXN SMILES: [CH3:1][N:2]([c:3]1[cH:4][c:5]([C:6](=[O:7])[NH:8][CH2:9][c:10]2[cH:11][c:12](-[c:16]3[cH:17][c:18]([CH:22]=[O:23])[cH:19][cH:20][cH:21]3)[cH:13][cH:14][cH:15]2)[cH:24][cH:25][cH:26]1)[CH3:27].[CH3:35][CH:36]1[NH:37][CH2:38][CH2:39][NH:40][CH2:41]1.[Na+:28].[Na+:29].[O-:30][S:31]([O-:32])(=[O:33])=[O:34]>>[CH3:1][N:2]([c:3]1[cH:4][c:5]([C:6](=[O:7])[NH:8][CH2:9][c:10]2[cH:11][c:12](-[c:16]3[cH:17][c:18]([CH2:22][N:40]4[CH2:39][CH2:38][NH:37][CH:36]([CH3:35])[CH2:41]4)[cH:19][cH:20][cH:21]3)[cH:13][cH:14][cH:15]2)[cH:24][cH:25][cH:26]1)[CH3:27]. Yields the product CC1CN(Cc2cccc(-c3cccc(CNC(=O)c4cccc(N(C)C)c4)c3)c2)CCN1. The reactants are O1CC1CCCCCCCCCOCC1=CC=CC=C1 (1,2-epoxy-11-benzyloxyundecane), C(=O)(O)CN1CCN(CCN(CCNCC1)CC(=O)O)CC(=O)O (1,4,7-triscarboxymethyl-1,4,7,10-tetraazacyclododecane), [OH-].[K+] (potassium hydroxide). The solvent is O1CCOCC1 (dioxane), O (water). Conditions: temperature 70 celsius, time 24 hour. Yields the product OC(CN1CCN(CCN(CCN(CC1)CC(=O)O)CC(=O)O)CC(=O)O)CCCCCCCCCOCC1=CC=CC=C1 (10-(2-Hydroxy-11-benzyloxy-undecyl)-1,4,7-tris-carboxymethyl-1,4,7,10-tetraazacyclododecane). RXN SMILES: [O:1]1[CH:3]([CH2:4][CH2:5][CH2:6][CH2:7][CH2:8][CH2:9][CH2:10][CH2:11][CH2:12][O:13][CH2:14][C:15]2[CH:20]=[CH:19][CH:18]=[CH:17][CH:16]=2)[CH2:2]1.[C:21]([CH2:24][N:25]1[CH2:36][CH2:35][NH:34][CH2:33][CH2:32][N:31]([CH2:37][C:38]([OH:40])=[O:39])[CH2:30][CH2:29][N:28]([CH2:41][C:42]([OH:44])=[O:43])[CH2:27][CH2:26]1)([OH:23])=[O:22].[OH-].[K+]>O1CCOCC1.O>[OH:1][CH:3]([CH2:4][CH2:5][CH2:6][CH2:7][CH2:8][CH2:9][CH2:10][CH2:11][CH2:12][O:13][CH2:14][C:15]1[CH:20]=[CH:19][CH:18]=[CH:17][CH:16]=1)[CH2:2][N:34]1[CH2:35][CH2:36][N:25]([CH2:24][C:21]([OH:23])=[O:22])[CH2:26][CH2:27][N:28]([CH2:41][C:42]([OH:44])=[O:43])[CH2:29][CH2:30][N:31]([CH2:37][C:38]([OH:40])=[O:39])[CH2:32][CH2:33]1 |f:2.3|. Procedure details: 28.73 g (103.92 mmol) of 1,2-epoxy-11-benzyloxyundecane and 10 g (28.86 mmol) of 1,4,7-triscarboxymethyl-1,4,7,10-tetraazacyclododecane (=DO3A) are dissolved in a mixture of 50 ml of dioxane/80 ml of water and the pH is brought to pH 10 with 6N potassium hydroxide solution. It is stirred for 24 hours at 70° C. It is evaporated to dryness, the residue is taken up with 200 ml of water/50 ml of methanol and extracted twice with 100 ml of tert-butyl methyl ether. The aqueous solution is adjusted to ... The reactants are ClC=1C(=CC(=NC1)NC1=CC(=NN1C(C)C)C)NC1=C(C(=O)O)C=CC(=C1)F (2-[(5-chloro-2-{[3-methyl-1-(1-methylethyl)-1H-pyrazol-5-yl]amino}-4-pyridinyl)amino]-4-fluorobenzoic acid), C=1C=CC2=C(C1)N=NN2O (HOBT), C(CCl)Cl (EDC), O-methoxylamine hydrochloride, CCN(C(C)C)C(C)C (DIEA). The solvent is O (Water), CN(C=O)C (N,N-dimethylformamide), C(C)(=O)O (acetic acid). Reaction conditions: temperature 0 celsius, time 30 minute. Product: ClC=1C(=CC(=NC1)NC1=CC(=NN1C(C)C)C)NC1=C(C(=O)NOC)C=CC(=C1)F (2-[(5-Chloro-2-{[3-methyl-1-(1-methylethyl)-1H-pyrazol-5-yl]amino}-4-pyridinyl)amino]-4-fluoro-N-(methyloxy)benzamide). Yield: 35.5%. RXN SMILES: [Cl:1][C:2]1[C:3]([NH:18][C:19]2[CH:27]=[C:26]([F:28])[CH:25]=[CH:24][C:20]=2[C:21](O)=[O:22])=[CH:4][C:5]([NH:8][C:9]2[N:13]([CH:14]([CH3:16])[CH3:15])[N:12]=[C:11]([CH3:17])[CH:10]=2)=[N:6][CH:7]=1.C1C=CC2[N:37]([OH:38])N=NC=2C=1.[CH2:39](Cl)CCl.CCN(C(C)C)C(C)C>CN(C)C=O.C(O)(=O)C.O>[Cl:1][C:2]1[C:3]([NH:18][C:19]2[CH:27]=[C:26]([F:28])[CH:25]=[CH:24][C:20]=2[C:21]([NH:37][O:38][CH3:39])=[O:22])=[CH:4][C:5]([NH:8][C:9]2[N:13]([CH:14]([CH3:15])[CH3:16])[N:12]=[C:11]([CH3:17])[CH:10]=2)=[N:6][CH:7]=1. Procedure: To a solution of 2-[(5-chloro-2-{[3-methyl-1-(1-methylethyl)-1H-pyrazol-5-yl]amino}-4-pyridinyl)amino]-4-fluorobenzoic acid (2.5 g, 6.19 mmol) in N,N-dimethylformamide (DMF) (50 mL) was added HOBT (1.138 g, 7.43 mmol) and EDC (1.424 g, 7.43 mmol) and the reaction mixture was stirred for 30 min. To this solution was added O-methoxylamine hydrochloride (0.620 g, 7.43 mmol) and after 30 min the mixture was cooled to 0° C. Then DIEA (3.23 mL, 18.57 mmol) was added. The reaction mixture was stirred a... Starting materials: CC1=NNC(=C1)C (3,5-dimethyl-1H-pyrazole), [H-].[Na+] (NaH), ClC=1SC(=CN1)CCl (2-chloro-5-(chloromethyl)-1,3-thiazole). The solvent is CN(C)C=O (DMF), CN(C)C=O (DMF), CN(C)C=O (DMF). Run at temperature 50 celsius, time 5 minute. Yields the product ClC=1SC(=CN1)CN1N=C(C=C1C)C (2-chloro-5-[(3,5-dimethyl-1H-pyrazol-1-yl)methyl]-1,3-thiazole). RXN SMILES: [CH3:1][C:2]1[CH:6]=[C:5]([CH3:7])[NH:4][N:3]=1.[H-].[Na+].[Cl:10][C:11]1[S:12][C:13]([CH2:16]Cl)=[CH:14][N:15]=1>CN(C=O)C>[Cl:10][C:11]1[S:12][C:13]([CH2:16][N:3]2[C:2]([CH3:1])=[CH:6][C:5]([CH3:7])=[N:4]2)=[CH:14][N:15]=1 |f:1.2|. Reported procedure: A solution of 3,5-dimethyl-1H-pyrazole (Aldrich, 114 mg, 1.190 mmol) in DMF (5 ml) was added over NaH (Aldrich, 34.3 mg, 1.42 mmol) at 0° C. under N2 atmosphere. The mixture was stirred during 5 min and 2-chloro-5-(chloromethyl)-1,3-thiazole (AK scientific, 200 mg, 1.19 mmol) in DMF (2 ml) was added. The mixture was allowed to stir overnight. Finally, it was heated to 50° C. for 1 h. DMF was eliminated by washing with 14 ml of a mixture EtOAc/NH4Cl 1N (1:1). The organic layer was dried over Na2S... Starting materials: CC1(C(C2=C(C(=C(C=C2C1)OC)Cl)Cl)=O)C(C)C (2-methyl-2-isopropyl-5-methoxy-6,7-dichloro-1-indanone), [Cl-].[Al+3].[Cl-].[Cl-] (aluminum chloride). The solvent is CCCCCCC (heptane). Yields the product CC1(C(C2=C(C(=C(C=C2C1)O)Cl)Cl)=O)C(C)C (2-Methyl-2-isopropyl-5-hydroxy-6,7-dichloro-1-indanone). Reaction SMILES: [CH3:1][C:2]1([CH:16]([CH3:18])[CH3:17])[CH2:10][C:9]2[C:4](=[C:5]([Cl:14])[C:6]([Cl:13])=[C:7]([O:11]C)[CH:8]=2)[C:3]1=[O:15].[Cl-].[Al+3].[Cl-].[Cl-]>CCCCCCC>[CH3:1][C:2]1([CH:16]([CH3:18])[CH3:17])[CH2:10][C:9]2[C:4](=[C:5]([Cl:14])[C:6]([Cl:13])=[C:7]([OH:11])[CH:8]=2)[C:3]1=[O:15] |f:1.2.3.4|. Procedure details: A stirred suspension of 2-methyl-2-isopropyl-5-methoxy-6,7-dichloro-1-indanone (7.0 g., 0.0244 mole) and aluminum chloride (9.0 g., 0.068 mole) in heptane (400 ml.) is refluxed for 1 hour and cooled. The heptane is decanted from the reaction mixture and the solid residue is poured into water (300 ml.) and concentrated hydrochloric acid (20 ml.). The crude product is extracted into ether (300 ml.), washed with water, dried over magnesium sulfate, distilled to a volume of 100 ml. and treated with ... Reactants: CCCC(=O)OC(C)c1nccc(N2CCC3(CC2)CC(=O)c2cc(Cl)ccc2O3)n1, CO, [Li+], C1CCOC1, [OH-], O, O. The product is CC(O)c1nccc(N2CCC3(CC2)CC(=O)c2cc(Cl)ccc2O3)n1. Reaction SMILES: [C:1](=[O:2])([CH2:3][CH2:4][CH3:5])[O:6][CH:7]([CH3:8])[c:9]1[n:10][cH:11][cH:12][c:13]([N:15]2[CH2:16][CH2:17][C:18]3([O:19][c:20]4[cH:21][cH:22][c:23]([Cl:29])[cH:24][c:25]4[C:26](=[O:28])[CH2:27]3)[CH2:30][CH2:31]2)[n:14]1.[CH3:36][OH:37].[Li+:34].[O:38]1[CH2:39][CH2:40][CH2:41][CH2:42]1.[OH-:33].[OH2:32].[OH2:35]>>[OH:6][CH:7]([CH3:8])[c:9]1[n:10][cH:11][cH:12][c:13]([N:15]2[CH2:16][CH2:17][C:18]3([O:19][c:20]4[cH:21][cH:22][c:23]([Cl:29])[cH:24][c:25]4[C:26](=[O:28])[CH2:27]3)[CH2:30][CH2:31]2)[n:14]1.